Dataset: the Open Reaction Database (ORD), a public repository of structured organic reaction records. Task: describe an organic reaction: reactants, conditions, products, and yield The reactants are Cl.N1[C@@H](CCC1)CC#N (((S)-pyrrolidin-2-yl)acetonitrile hydrochloride), C(#N)C[C@@H]1N(CCC1)C(=O)OC(C)(C)C (tert-butyl (R)-2-cyanomethylpyrrolidine-1-carboxylate), C(#N)C[C@@H]1N(CCC1)C(=O)OC(C)(C)C (tert-butyl (R)-2-cyanomethylpyrrolidine-1-carboxylate). Product: Cl.N1[C@H](CCC1)CC#N (((R)-Pyrrolidin-2-yl)acetonitrile hydrochloride). RXN SMILES: [ClH:1].[NH:2]1[CH2:6][CH2:5][CH2:4][C@H:3]1[CH2:7][C:8]#[N:9].C(C[C@H]1CCCN1C(OC(C)(C)C)=O)#N>>[ClH:1].[NH:2]1[CH2:6][CH2:5][CH2:4][C@@H:3]1[CH2:7][C:8]#[N:9] |f:0.1,3.4|. Procedure details: Prepared by proceeding in a similar manner to Intermediate 138, starting from tert-butyl (R)-2-cyanomethylpyrrolidine-1-carboxylate (Intermediate 144) and used without further characterisation. Reactants: FC(CNC(=O)C1(C2=CC=CC=C2C=2C=CC=CC12)CCCCBr)(F)F (9-(4-bromo-butyl)-9H-fluorene-9-carboxylic acid-(2,2,2-trifluoro-ethyl)-amide), C[C@@H]1CN(CCN1)C1=NC2=CC=CC=C2C=C1 (2-[(R)-3-methyl-piperazin-1-yl]-quinoline). Yields the product FC(CNC(=O)C1(C2=CC=CC=C2C=2C=CC=CC12)CCCCN1[C@@H](CN(CC1)C1=NC2=CC=CC=C2C=C1)C)(F)F (9-{4-[(R)-2-methyl-4-quinolin-2-yl-piperazin-1-yl]-butyl}-9H-fluorene-9-carboxylic acid-(2,2,2-trifluoro-ethyl)-amide). Reaction SMILES: [F:1][C:2]([F:26])([F:25])[CH2:3][NH:4][C:5]([C:7]1([CH2:20][CH2:21][CH2:22][CH2:23]Br)[C:19]2[CH:18]=[CH:17][CH:16]=[CH:15][C:14]=2[C:13]2[C:8]1=[CH:9][CH:10]=[CH:11][CH:12]=2)=[O:6].[CH3:27][C@H:28]1[NH:33][CH2:32][CH2:31][N:30]([C:34]2[CH:43]=[CH:42][C:41]3[C:36](=[CH:37][CH:38]=[CH:39][CH:40]=3)[N:35]=2)[CH2:29]1>>[F:1][C:2]([F:26])([F:25])[CH2:3][NH:4][C:5]([C:7]1([CH2:20][CH2:21][CH2:22][CH2:23][N:33]2[CH2:32][CH2:31][N:30]([C:34]3[CH:43]=[CH:42][C:41]4[C:36](=[CH:37][CH:38]=[CH:39][CH:40]=4)[N:35]=3)[CH2:29][C@H:28]2[CH3:27])[C:19]2[CH:18]=[CH:17][CH:16]=[CH:15][C:14]=2[C:13]2[C:8]1=[CH:9][CH:10]=[CH:11][CH:12]=2)=[O:6]. Reported procedure: Prepared analogously to Example 1 from 9-(4-bromo-butyl)-9H-fluorene-9-carboxylic acid-(2,2,2-trifluoro-ethyl)-amide and 2-[(R)-3-methyl-piperazin-1-yl]-quinoline Reactants: Clc1ncc(Br)cn1, CCO, CCN(C(C)C)C(C)C, CC(C)(C)OC(=O)N1CCCC(N)C1. Yields the product CC(C)(C)OC(=O)N1CCCC(Nc2ncc(Br)cn2)C1. RXN SMILES: [Br:15][c:16]1[cH:17][n:18][c:19]([Cl:22])[n:20][cH:21]1.[CH3:32][CH2:33][OH:34].[CH:23]([N:24]([CH2:25][CH3:26])[CH:27]([CH3:28])[CH3:29])([CH3:30])[CH3:31].[NH2:1][CH:2]1[CH2:3][N:4]([C:8](=[O:9])[O:10][C:11]([CH3:12])([CH3:13])[CH3:14])[CH2:5][CH2:6][CH2:7]1>>[NH:1]([CH:2]1[CH2:3][N:4]([C:8](=[O:9])[O:10][C:11]([CH3:12])([CH3:13])[CH3:14])[CH2:5][CH2:6][CH2:7]1)[c:19]1[n:18][cH:17][c:16]([Br:15])[cH:21][n:20]1. The reactants are BrCC=1C(=CC=CC1)C(=O)O (α-bromotoluic acid), S(=O)(Cl)Cl (thionyl chloride). The reagents and catalysts are CN(C)C=O (DMF). The solvent is C1=CC=CC=C1 (benzene). The product is BrCC=1C(=CC=CC1)C(=O)Cl (α-bromotoluic acid chloride). As a reaction SMILES: [Br:1][CH2:2][C:3]1[C:4]([C:9]([OH:11])=O)=[CH:5][CH:6]=[CH:7][CH:8]=1.S(Cl)([Cl:14])=O>C1C=CC=CC=1.CN(C=O)C>[Br:1][CH2:2][C:3]1[C:4]([C:9]([Cl:14])=[O:11])=[CH:5][CH:6]=[CH:7][CH:8]=1. Reported procedure: --A solution of α-bromotoluic acid (1.08 g) in dry benzene (10 ml) was stirred for 2 hours with thionyl chloride (0.73 ml) and dry DMF (five drops). The reaction mixture was evaporated to dryness, taken up in toluene and evaporated again. The crude product was crystallized from n-hexane (10 ml, charcoal) thereby obtaining pure α-bromotoluic acid chloride (0.95 g) as white flakes. Starting materials: ice water, [H-].[Na+] (sodium hydride), O1CCCC1 (tetrahydrofuran), O=C1CCCN(C2=C1C=C(C=C2)Cl)C(C2=C(C=C(C=C2)NC(C2=C(C=CC=C2)C)=O)C)=O (5-oxo-7-chloro-1-[2-methyl-4-(2-methylbenzoylamino)benzoyl]-2,3,4,5-tetra-hydro-1H-benzoazepine), C(C)OP(=O)(OCC)CC(=O)OCC (ethyl diethylphosphonoacetate). Yields the product C(C)OC1CCC(N(C2=C1C=C(C=C2)Cl)C(C2=C(C=C(C=C2)NC(C2=C(C=CC=C2)C)=O)C)=O)=C=C=O (5-ethoxy-carbonylmethylidene-7-chloro-1-[2-methyl-4-(2-methylbenzoyl-amino)benzoyl]-2,3,4,5-tetrahydro-1H-benzoazepine). Reaction SMILES: [H-].[Na+].[CH2:3]([O:5]P(CC(OCC)=O)(OCC)=O)[CH3:4].[O:17]=[C:18]1[C:24]2[CH:25]=[C:26]([Cl:29])[CH:27]=[CH:28][C:23]=2[N:22]([C:30](=[O:48])[C:31]2[CH:36]=[CH:35][C:34]([NH:37][C:38](=[O:46])[C:39]3[CH:44]=[CH:43][CH:42]=[CH:41][C:40]=3[CH3:45])=[CH:33][C:32]=2[CH3:47])[CH2:21][CH2:20][CH2:19]1.O1CC[CH2:51][CH2:50]1>>[CH2:50]([O:17][CH:18]1[C:24]2[CH:25]=[C:26]([Cl:29])[CH:27]=[CH:28][C:23]=2[N:22]([C:30](=[O:48])[C:31]2[CH:36]=[CH:35][C:34]([NH:37][C:38](=[O:46])[C:39]3[CH:44]=[CH:43][CH:42]=[CH:41][C:40]=3[CH3:45])=[CH:33][C:32]=2[CH3:47])[C:21](=[C:4]=[C:3]=[O:5])[CH2:20][CH2:19]1)[CH3:51] |f:0.1|. Reported procedure: 0.85 g of 60% sodium hydride was added to 200 ml of tetrahydrofuran. Thereto was dropwise added 4.68 ml of ethyl diethylphosphonoacetate with ice-cooling and stirring. The mixture was stirred for 10 minutes with ice-cooling. To the reaction mixture was added 2.10 g of 5-oxo-7-chloro-1-[2-methyl-4-(2-methylbenzoylamino)benzoyl]-2,3,4,5-tetra-hydro-1H-benzoazepine. The mixture was stirred at room temperature for 6 hours. The reaction mixture was poured into 200 ml of ice water. The resulting mixtu...